Task: describe an organic reaction: reactants, conditions, products, and yield. Dataset: the Open Reaction Database (ORD), a public repository of structured organic reaction records Starting materials: 25-l, CO/N=C/1\CN(CC1CN)C2=C(C=C3C(=N2)N(C=C(C3=O)C(=O)O)C4CC4)F (Gemifloxacin), C(Cl)Cl (methylene dichloride), C(C)O (ethanol). The solvent is C(=O)O (formic acid). Conditions: temperature 10 celsius, time 1 hour. The product is CO/N=C/1\CN(CC1CN)C2=C(C=C3C(=N2)N(C=C(C3=O)C(=O)O)C4CC4)F.C(=O)[O-] (gemifloxacin formate). Yield: 155.4%. As a reaction SMILES: [CH3:1][O:2]/[N:3]=[C:4]1\[CH2:5][N:6]([C:11]2[N:16]=[C:15]3[N:17]([CH:25]4[CH2:27][CH2:26]4)[CH:18]=[C:19]([C:22]([OH:24])=[O:23])[C:20](=[O:21])[C:14]3=[CH:13][C:12]=2[F:28])[CH2:7][CH:8]\1[CH2:9][NH2:10].C(Cl)Cl.C(O)C>C(O)=O>[CH3:1][O:2]/[N:3]=[C:4]1\[CH2:5][N:6]([C:11]2[N:16]=[C:15]3[N:17]([CH:25]4[CH2:27][CH2:26]4)[CH:18]=[C:19]([C:22]([OH:24])=[O:23])[C:20](=[O:21])[C:14]3=[CH:13][C:12]=2[F:28])[CH2:7][CH:8]\1[CH2:9][NH2:10].[CH:22]([O-:24])=[O:23] |f:4.5|. Reported procedure: Gemifloxacin free base (3 gm) is added to methylene dichloride (65 ml) at 25-30 ° C., ethanol (20 ml) is added to form a clear solution. To the solution, formic acid (0.4ml) is added at 25-l 30° C., stirred for 1 hour and then cooled to 10° C. Filtered the solid and dried at 50- 55° C. to give 2.6 gm of gemifloxacin formate (HPLC Purity: 99.93%). The reactants are C1CO1 (Ethylene oxide), C1(O)=C(O)C(O)=CC=C1 (Pyrogallol), [OH-].[Na+] (sodium hydroxide). Conditions: temperature 140 celsius, time 16 hour. The product is trivinyl ether, OCCOC1=CC(=CC(=C1)OCCO)OCCO (1,3,5-tris-(2-hydroxyethoxy) benzene). Reaction SMILES: [C:1]1([CH:9]=[CH:8][CH:7]=[C:5]([OH:6])[C:3]=1O)[OH:2].[OH-:10].[Na+].[CH2:12]1[O:14][CH2:13]1>>[OH:10][CH2:3][CH2:1][O:2][C:8]1[CH:7]=[C:5]([O:6][CH2:7][CH2:5][OH:6])[CH:3]=[C:1]([O:2][CH2:13][CH2:12][OH:14])[CH:9]=1 |f:1.2|. Reported procedure: Pyrogallol (378.3 g., 3 moles) and sodium hydroxide (0.5 g.) are charged into a one-liter autoclave. The mixture is heated to 140° C., purged three times with nitrogen and subjected to a vacuum of 20 mm Hg for one-half hour. Ethylene oxide (396 g., 9 moles) is then added at 30 psig; after all the ethylene oxide is consumed, the autoclave is purged two times with nitrogen and cooled to 30° C. Two hundred grams of the product is withdrawn and 10 g. of potassium hydroxide pellets is added to the au... Starting materials: COC=1C=C(C=CC(=O)OCCCCC=C)C=CC1OC (hex-5-enyl 3,4-dimethoxycinnamate), C1(=CC=CC=C1)C (toluene), C(C)O[SiH](OCC)OCC (triethoxysilane), solution, hexachloro(IV) platinic acid hexahydrate. Solvent: C(C)(C)O (isopropanol). Yields the product COC=1C=C(C=CC(=O)OCCCCCC[Si](OCC)(OCC)OCC)C=CC1OC (6-triethoxysilanylhexyl 3,4-dimethoxycinnamate). RXN SMILES: [CH3:1][O:2][C:3]1[CH:4]=[C:5]([CH:17]=[CH:18][C:19]=1[O:20][CH3:21])[CH:6]=[CH:7][C:8]([O:10][CH2:11][CH2:12][CH2:13][CH2:14][CH:15]=[CH2:16])=[O:9].C1(C)C=CC=CC=1.[CH2:29]([O:31][SiH:32]([O:36][CH2:37][CH3:38])[O:33][CH2:34][CH3:35])[CH3:30]>C(O)(C)C>[CH3:1][O:2][C:3]1[CH:4]=[C:5]([CH:17]=[CH:18][C:19]=1[O:20][CH3:21])[CH:6]=[CH:7][C:8]([O:10][CH2:11][CH2:12][CH2:13][CH2:14][CH2:15][CH2:16][Si:32]([O:36][CH2:37][CH3:38])([O:33][CH2:34][CH3:35])[O:31][CH2:29][CH3:30])=[O:9]. Procedure details: A mixture of 0.50 g of hex-5-enyl 3,4-dimethoxycinnamate, 1.0 ml of toluene, 2.9 ml of triethoxysilane and 0.02 ml of a solution of 134 mg of hexachloro(IV) platinic acid hexahydrate in 10 ml of isopropanol is allowed to react overnight at 40° C. The reaction mixture is then cooled to room temperature and filtered over a silica gel pad and the filtrate is completely evaporated down. Chromatography of the residue over silica gel gives 6-triethoxysilanylhexyl 3,4-dimethoxycinnamate. Reactants: C(C=1C(O)=CC=CC1)=O (Salicylaldehyde), BrCC1=C(C=C(C=C1)OC)OC (4-bromomethyl-1,3-dimethoxybenzene), C([O-])([O-])=O.[K+].[K+] (potassium carbonate), C1COCCOCCOCCOCCOCCO1 (18-crown-6-ether). Run in CC(=O)C (acetone). The product is COC=1C=C(COC2=C(C=O)C=CC=C2)C=C(C1)OC (2-(3,5-Dimethoxybenzyloxy)benzaldehyde). Reaction SMILES: [CH:1](=[O:9])[C:2]1[C:3](=[CH:5][CH:6]=[CH:7][CH:8]=1)[OH:4].BrC[C:12]1[CH:17]=[CH:16][C:15]([O:18][CH3:19])=[CH:14][C:13]=1[O:20][CH3:21].[C:22](=O)([O-])[O-].[K+].[K+].C1OCCOCCOCCOCCOCCOC1>CC(C)=O>[CH3:19][O:18][C:15]1[CH:16]=[C:17]([CH:12]=[C:13]([O:20][CH3:21])[CH:14]=1)[CH2:22][O:4][C:3]1[CH:5]=[CH:6][CH:7]=[CH:8][C:2]=1[CH:1]=[O:9] |f:2.3.4|. Procedure details: Salicylaldehyde (0.32 cm3, 3.00 mmol), 4-bromomethyl-1,3-dimethoxybenzene (0.63 g, 2.73 mmol), potassium carbonate (0.42 g, 3.00 mmol), and 18-crown-6-ether (0.07 g, 0.27 mmol) were stirred together at room temperature in acetone (50 cm3, 99%) under nitrogen for 18 hours. The solution was evaporated under reduced pressure, and the residue was taken up in dichloromethane (20 cm3) and water (20 cm3). The aqueous layer was extracted with dichloromethane (2×20 cm3), and the combined extracts were wa... Reactants: Cc1cc(Br)ccc1N1CCC2(CCCN(c3ccc(C(F)(F)F)cn3)C2)C1=O, O=C([O-])[O-], C1COCCO1, CNC1CCCCC1NC, CC(N)=O, [Cu]I, [K+], [K+]. Yields the product CC(=O)Nc1ccc(N2CCC3(CCCN(c4ccc(C(F)(F)F)cn4)C3)C2=O)c(C)c1. As a reaction SMILES: [Br:1][c:2]1[cH:3][c:4]([CH3:29])[c:5]([N:8]2[C:9](=[O:28])[C:10]3([CH2:11][CH2:12]2)[CH2:13][N:14]([c:18]2[n:19][cH:20][c:21]([C:24]([F:25])([F:26])[F:27])[cH:22][cH:23]2)[CH2:15][CH2:16][CH2:17]3)[cH:6][cH:7]1.[C:50](=[O:51])([O-:52])[O-:53].[CH2:30]1[O:31][CH2:32][CH2:33][O:34][CH2:35]1.[CH3:36][NH:37][CH:38]1[CH2:39][CH2:40][CH2:41][CH2:42][CH:43]1[NH:44][CH3:45].[CH3:46][C:47]([NH2:48])=[O:49].[Cu:56][I:57].[K+:54].[K+:55]>>[c:2]1([NH:48][C:47]([CH3:46])=[O:49])[cH:3][c:4]([CH3:29])[c:5]([N:8]2[C:9](=[O:28])[C:10]3([CH2:11][CH2:12]2)[CH2:13][N:14]([c:18]2[n:19][cH:20][c:21]([C:24]([F:25])([F:26])[F:27])[cH:22][cH:23]2)[CH2:15][CH2:16][CH2:17]3)[cH:6][cH:7]1. Procedure: In a typical procedure, an epimeric mixture of (3R,3′R,6′R)-lutein and 3′-epilutein prepared from 97% pure lutein is acylated with vinyl acetate in the presence of lipase AK or PS at about 36° C. in pentane or hexane. After 48 h with lipase AK, approximately 5% of 3′-epilutein remains unreacted. However, lipase PS react much more slowly than lipase AK and after 72 h, 10% of 3′-epilutein is found unesterified. At the end of these reactions, an organic solvent (e.g., THF, diethyl ether, TBME, diis... Run in CCCCC (pentane), CC(C)(C)OC (TBME), C(C)OCC (diethyl ether), C1CCOC1 (THF), CCCCCC (hexane). RXN SMILES: [CH3:1][C:2]1[CH2:7][C@@H:6]([OH:8])[CH2:5][C:4]([CH3:10])([CH3:9])[C:3]=1/[CH:11]=[CH:12]/[C:13](/[CH3:42])=[CH:14]/[CH:15]=[CH:16]/[C:17](/[CH3:41])=[CH:18]/[CH:19]=[CH:20]/[CH:21]=[C:22](/[CH:24]=[CH:25]/[CH:26]=[C:27](/[CH:29]=[CH:30]/[C@@H:31]1[C:36]([CH3:38])([CH3:37])[CH2:35][C@@H:34]([OH:39])[CH:33]=[C:32]1[CH3:40])\[CH3:28])\[CH3:23].[CH3:43][C:44]1[CH2:49][C@@H:48]([OH:50])[CH2:47][C:46]([CH3:52])([CH3:51])[C:45]=1/[CH:53]=[CH:54]/[C:55](/[CH3:84])=[CH:56]/[CH:57]=[CH:58]/[C:59](/[CH3:83])=[CH:60]/[CH:61]=[CH:62]/[CH:63]=[C:64](/[CH:66]=[CH:67]/[CH:68]=[C:69](/[CH:71]=[CH:72]/[C@@H:73]1[C:78]([CH3:80])([CH3:79])[CH2:77][C@H:76]([OH:81])[CH:75]=[C:74]1[CH3:82])\[CH3:70])\[CH3:65].C(OC=C)(=O)C.C(OC(C)C)(C)C>CCCCC.CC(OC)(C)C.C(OCC)C.C1COCC1.CCCCCC>[CH3:40][C:32]1[CH2:33][C@@H:34]([OH:39])[CH2:35][C:36]([CH3:37])([CH3:38])[C:31]=1/[CH:30]=[CH:29]/[C:27](/[CH3:28])=[CH:26]/[CH:25]=[CH:24]/[C:22](/[CH3:23])=[CH:21]/[CH:20]=[CH:19]/[CH:18]=[C:17](/[CH:16]=[CH:15]/[CH:14]=[C:13](/[CH:12]=[CH:11]/[C@@H:3]1[C:4]([CH3:10])([CH3:9])[CH2:5][C@@H:6]([OH:8])[CH:7]=[C:2]1[CH3:1])\[CH3:42])\[CH3:41].[CH3:82][C:74]1[CH2:75][C@@H:76]([OH:81])[CH2:77][C:78]([CH3:79])([CH3:80])[C:73]=1/[CH:72]=[CH:71]/[C:69](/[CH3:70])=[CH:68]/[CH:67]=[CH:66]/[C:64](/[CH3:65])=[CH:63]/[CH:62]=[CH:61]/[CH:60]=[C:59](\[CH3:83])/[CH:58]=[CH:57]/[CH:56]=[C:55](\[CH3:84])/[CH:54]=[CH:53]/[C:45]1[C:46]([CH3:52])([CH3:51])[CH2:47][C@H:48]([OH:50])[CH2:49][C:44]=1[CH3:43]. Reactants: C(C)(=O)OC=C (vinyl acetate), CC1=C(C(C[C@@H](C1)O)(C)C)/C=C/C(=C/C=C/C(=C/C=C/C=C(\C)/C=C/C=C(\C)/C=C/[C@H]2C(=C[C@@H](CC2(C)C)O)C)/C)/C (lutein), C(C)(C)OC(C)C (diisopropyl ether), carotenoids, CC1=C(C(C[C@@H](C1)O)(C)C)/C=C/C(=C/C=C/C(=C/C=C/C=C(\C)/C=C/C=C(\C)/C=C/[C@H]2C(=C[C@@H](CC2(C)C)O)C)/C)/C ((3R,3′R,6′R)-lutein), CC1=C(C(C[C@@H](C1)O)(C)C)/C=C/C(=C/C=C/C(=C/C=C/C=C(\C)/C=C/C=C(\C)/C=C/[C@H]2C(=C[C@H](CC2(C)C)O)C)/C)/C (3′-epilutein), CC1=C(C(C[C@@H](C1)O)(C)C)/C=C/C(=C/C=C/C(=C/C=C/C=C(\C)/C=C/C=C(\C)/C=C/[C@H]2C(=C[C@H](CC2(C)C)O)C)/C)/C (3′-epilutein), CC1=C(C(C[C@@H](C1)O)(C)C)/C=C/C(=C/C=C/C(=C/C=C/C=C(\C)/C=C/C=C(\C)/C=C/[C@H]2C(=C[C@H](CC2(C)C)O)C)/C)/C (3′-epilutein). The product is CC1=C(C(C[C@@H](C1)O)(C)C)/C=C/C(=C/C=C/C(=C/C=C/C=C(\C)/C=C/C=C(\C)/C=C/[C@H]2C(=C[C@@H](CC2(C)C)O)C)/C)/C ((3R,3′R,6′R)-lutein), CC1=C(C(C[C@@H](C1)O)(C)C)/C=C/C(=C/C=C/C(=C/C=C/C=C(/C=C/C=C(/C=C/C2=C(C[C@H](CC2(C)C)O)C)\C)\C)/C)/C ((3R,3′R)-zeaxanthin). Procedure: Two additional 5 kg batches of grease were prepared. In each case the same proportion of 12-hydroxy-stearic acid and boric acid as in the grease A but increasing the amount of lithium hydroxide monohydrate so as to form dilithium borate (Grease 2) and trilithium borate (Grease 3) instead of monolithium borate (Grease A). Starting materials: OC(CCCCCCCCCCC(=O)O)CCCCCC (12-hydroxy-stearic acid), B(O)(O)O (boric acid), O.[OH-].[Li+] (lithium hydroxide monohydrate). The product is B([O-])([O-])O.[Li+].[Li+] (dilithium borate), B([O-])([O-])[O-].[Li+].[Li+].[Li+] (trilithium borate). As a reaction SMILES: OC(CCCCCC)CCCCCCCCCCC(O)=O.[B:22]([OH:25])([OH:24])[OH:23].O.[OH-].[Li+:28]>>[B:22]([OH:25])([O-:24])[O-:23].[Li+:28].[Li+:28].[B:22]([O-:25])([O-:24])[O-:23].[Li+:28].[Li+:28].[Li+:28] |f:2.3.4,5.6.7,8.9.10.11|.